This data is from the Open Reaction Database (ORD), a public repository of structured organic reaction records. The task is: describe an organic reaction: reactants, conditions, products, and yield Reactants: O (water), OC1=C(C=CC(=C1)OC)[N+](=O)[O-] (2-hydroxy-4-methoxy-1-nitrobenzene), C(C1=CC=CC=C1)Br (benzyl bromide), C([O-])([O-])=O.[K+].[K+] (potassium carbonate). Run in CN(C)C=O (DMF). Run at temperature 65 celsius, time 18 hour. Product: C(C1=CC=CC=C1)OC1=C(C=CC(=C1)OC)[N+](=O)[O-] (2-Benzyloxy-4-methoxy-1-nitrobenzene). Reaction SMILES: [OH:1][C:2]1[CH:7]=[C:6]([O:8][CH3:9])[CH:5]=[CH:4][C:3]=1[N+:10]([O-:12])=[O:11].[CH2:13](Br)[C:14]1[CH:19]=[CH:18][CH:17]=[CH:16][CH:15]=1.C(=O)([O-])[O-].[K+].[K+].O>CN(C=O)C>[CH2:13]([O:1][C:2]1[CH:7]=[C:6]([O:8][CH3:9])[CH:5]=[CH:4][C:3]=1[N+:10]([O-:12])=[O:11])[C:14]1[CH:19]=[CH:18][CH:17]=[CH:16][CH:15]=1 |f:2.3.4|. Procedure details: A mixture of 2-hydroxy-4-methoxy-1-nitrobenzene (520 mg, 3.08 mmol), benzyl bromide (522 mg, 3.08 mmol) and potassium carbonate (637 mg, 4.61 mmol) in DMF (3 mL) is stirred at 65° C. for 18 h. The mixture is poured into water and the mixture extracted with EtOAc. The organic phase is washed with water (3×) and brine (1×) and is dried over sodium sulfate. The solvent is removed under reduced pressure to give the title compound as an oil. RXN SMILES: [Br:15].[CH3:17][OH:18].[NH2:1][c:2]1[cH:3][cH:4][c:5]([C:8]([OH:9])=[O:10])[cH:6][cH:7]1.[NH4+:14].[OH2:16].[S-:11][C:12]#[N:13]>>[NH2:1][c:2]1[c:3]([S:11][C:12]#[N:13])[cH:4][c:5]([C:8]([OH:9])=[O:10])[cH:6][cH:7]1. Starting materials: Br, CO, Nc1ccc(C(=O)O)cc1, [NH4+], O, N#C[S-]. Yields the product N#CSc1cc(C(=O)O)ccc1N. Starting materials: CC1Cc2ccccc2C(c2ccc(C(F)(F)F)cc2)N1, CCN(C(C)C)C(C)C, ClCCl, O=C=Nc1cccnc1, CN(C)C=O, O. Product: CC1Cc2ccccc2C(c2ccc(C(F)(F)F)cc2)N1C(=O)Nc1cccnc1. RXN SMILES: [CH3:1][CH:2]1[NH:3][CH:4]([c:12]2[cH:13][cH:14][c:15]([C:18]([F:19])([F:20])[F:21])[cH:16][cH:17]2)[c:5]2[cH:6][cH:7][cH:8][cH:9][c:10]2[CH2:11]1.[CH:22]([N:23]([CH2:24][CH3:25])[CH:26]([CH3:27])[CH3:28])([CH3:29])[CH3:30].[Cl:41][CH2:42][Cl:43].[N:31](=[C:32]=[O:33])[c:34]1[cH:35][n:36][cH:37][cH:38][cH:39]1.[O:44]=[CH:45][N:46]([CH3:47])[CH3:48].[OH2:40]>>[CH3:1][CH:2]1[N:3]([C:32]([NH:31][c:34]2[cH:35][n:36][cH:37][cH:38][cH:39]2)=[O:33])[CH:4]([c:12]2[cH:13][cH:14][c:15]([C:18]([F:19])([F:20])[F:21])[cH:16][cH:17]2)[c:5]2[cH:6][cH:7][cH:8][cH:9][c:10]2[CH2:11]1. Reactants: BrCCCBr, O=C([O-])[O-], CC(C)=O, Cc1cc(O)c2ccc(F)cc2n1, [K+], [K+]. Yields the product Cc1cc(OCCCBr)c2ccc(F)cc2n1. As a reaction SMILES: [Br:14][CH2:15][CH2:16][CH2:17][Br:18].[C:19](=[O:20])([O-:21])[O-:22].[CH3:25][C:26](=[O:27])[CH3:28].[F:1][c:2]1[cH:3][cH:4][c:5]2[c:6]([OH:13])[cH:7][c:8]([CH3:12])[n:9][c:10]2[cH:11]1.[K+:23].[K+:24]>>[F:1][c:2]1[cH:3][cH:4][c:5]2[c:6]([O:13][CH2:17][CH2:16][CH2:15][Br:14])[cH:7][c:8]([CH3:12])[n:9][c:10]2[cH:11]1. Starting materials: Cc1[nH]c(-c2ccccc2)nc1CO, [Na+], [OH-], O, O=[N+]([O-])O. Product: Cc1[nH]c(-c2ccccc2)nc1C=O. RXN SMILES: [CH3:1][c:2]1[c:3]([CH2:13][OH:14])[n:4][c:5](-[c:7]2[cH:8][cH:9][cH:10][cH:11][cH:12]2)[nH:6]1.[Na+:20].[OH-:19].[OH2:21].[OH:15][N+:16](=[O:17])[O-:18]>>[CH3:1][c:2]1[c:3]([CH:13]=[O:14])[n:4][c:5](-[c:7]2[cH:8][cH:9][cH:10][cH:11][cH:12]2)[nH:6]1. The reactants are C(C)OC(=O)N1N=C(C2=CC(=CC=C12)Br)O (5-bromo-3-hydroxy-indazole-1-carboxylic acid ethyl ester), C(C)OC(=O)N1N=C(C2=C(C=CC=C12)Br)OC (4-Bromo-3-methoxy-indazole-1-carboxylic acid ethyl ester). The product is C(C)OC(=O)N1N=C(C2=CC(=CC=C12)Br)OC (5-Bromo-3-methoxy-indazole-1-carboxylic acid ethyl ester). As a reaction SMILES: [CH2:1]([O:3][C:4]([N:6]1[C:14]2[C:9](=[CH:10][C:11]([Br:15])=[CH:12][CH:13]=2)[C:8]([OH:16])=[N:7]1)=[O:5])[CH3:2].[CH2:17](OC(N1C2C(=C(Br)C=CC=2)C(OC)=N1)=O)C>>[CH2:1]([O:3][C:4]([N:6]1[C:14]2[C:9](=[CH:10][C:11]([Br:15])=[CH:12][CH:13]=2)[C:8]([O:16][CH3:17])=[N:7]1)=[O:5])[CH3:2]. Procedure: 5-Bromo-3-methoxy-indazole-1-carboxylic acid ethyl ester CCIX was prepared from 5-bromo-3-hydroxy-indazole-1-carboxylic acid ethyl ester using the procedure described for preparation of 4-Bromo-3-methoxy-indazole-1-carboxylic acid ethyl ester CLXXXV (Example 37). The reactants are O(C1=CC=CC=C1)C1=CC=C(CN)C=C1 (4-phenoxybenzylamine), NC1=CC2=C(OC(OC2=O)(C)C)C=C1 (6-amino-2,2-dimethyl-4H-1,3-benzodioxin-4-one), ClCC=1N=C(SC1)C1=CC=C(C(=O)Cl)C=C1 (4-[4-(chloromethyl)-1,3-thiazol-2-yl]benzoyl chloride), C1(CCCC1)CCC(=O)Cl (3-cyclopentylpropanoyl chloride). The product is C1(CCCC1)CCC(=O)N(C=1C=CC(=C(C(=O)O)C1)O)CC=1N=C(SC1)C1=CC=C(C=C1)C(=O)NCC1=CC=C(C=C1)OC1=CC=CC=C1 (5-((3-cyclopentylpropanoyl){[2-(4-{[(4-phenoxybenzyl)amino]-carbonyl}phenyl)-1,3-thiazol-4-yl]methyl}amino)-2-hydroxybenzoic acid). As a reaction SMILES: [O:1]([C:8]1[CH:15]=[CH:14][C:11]([CH2:12][NH2:13])=[CH:10][CH:9]=1)[C:2]1[CH:7]=[CH:6][CH:5]=[CH:4][CH:3]=1.Cl[CH2:17][C:18]1[N:19]=[C:20]([C:23]2[CH:31]=[CH:30][C:26]([C:27](Cl)=[O:28])=[CH:25][CH:24]=2)[S:21][CH:22]=1.[CH:32]1([CH2:37][CH2:38][C:39](Cl)=[O:40])[CH2:36][CH2:35][CH2:34][CH2:33]1.[NH2:42][C:43]1[CH:55]=[CH:54][C:46]2[O:47]C(C)(C)[O:49][C:50](=[O:51])[C:45]=2[CH:44]=1>>[CH:32]1([CH2:37][CH2:38][C:39]([N:42]([CH2:17][C:18]2[N:19]=[C:20]([C:23]3[CH:31]=[CH:30][C:26]([C:27]([NH:13][CH2:12][C:11]4[CH:10]=[CH:9][C:8]([O:1][C:2]5[CH:3]=[CH:4][CH:5]=[CH:6][CH:7]=5)=[CH:15][CH:14]=4)=[O:28])=[CH:25][CH:24]=3)[S:21][CH:22]=2)[C:43]2[CH:55]=[CH:54][C:46]([OH:47])=[C:45]([CH:44]=2)[C:50]([OH:51])=[O:49])=[O:40])[CH2:36][CH2:35][CH2:34][CH2:33]1. Reported procedure: The title compound was prepared following the procedure A using 4-phenoxybenzylamine, 4-[4-(chloromethyl)-1,3-thiazol-2-yl]benzoyl chloride, 3-cyclopentylpropanoyl chloride and 6-amino-2,2-dimethyl-4H-1,3-benzodioxin-4-one. M+ESI): 676.3 Solvent: C(C)(=O)OC(C)=O (acetic anhydride). Product: CC1=NNC2=C(C=C(C=C12)C(=O)OCC)O (ethyl 3-methyl-7-hydroxy-1H-indazole-5-carboxylate). RXN SMILES: [CH2:1]([O:3][C:4]([C:6](=[CH:11][C:12]1[C:13]([CH3:17])=[N:14][NH:15][CH:16]=1)[CH2:7][C:8]([OH:10])=O)=[O:5])[CH3:2].C([O-])(=O)C.[Na+].C([O-])(O)=O.[Na+]>C(OC(=O)C)(=O)C>[CH3:17][C:13]1[C:12]2[C:16](=[C:8]([OH:10])[CH:7]=[C:6]([C:4]([O:3][CH2:1][CH3:2])=[O:5])[CH:11]=2)[NH:15][N:14]=1 |f:1.2,3.4|. Reactants: C(C)OC(=O)C(CC(=O)O)=CC=1C(=NNC1)C (3-(ethoxycarbonyl)-4-(3-methyl-1H-pyrazol-4-yl)but-3-enoic acid), C(C)(=O)[O-].[Na+] (sodium acetate), C(=O)(O)[O-].[Na+] (NaHCO3). Yield: 54.1%. Reported procedure: A solution of 3-(ethoxycarbonyl)-4-(3-methyl-1H-pyrazol-4-yl)but-3-enoic acid (20 g, 84 mmol) in acetic anhydride (80 mL), sodium acetate (13.8 g, 168 mmol) was added at room temperature and the mixture was heated at reflux for 4 hours. The reaction mixture was cooled to room temperature, basified (pH˜9) using aqueous NaHCO3 solution and extracted with ethyl acetate (2×100 mL). The combined organic layers were washed with water (50 mL), saturated aqueous NaCl (50 mL), dried over anhydrous Na2SO4...